From a dataset of the Open Reaction Database (ORD), a public repository of structured organic reaction records. describe an organic reaction: reactants, conditions, products, and yield The reactants are Brc1ccccc1, CCOC(C)=O, COCCOC, OB(O)c1ccc(F)cc1F, [Na+], [Na+], O=C([O-])[O-], O. The product is Fc1ccc(-c2ccccc2)c(F)c1. Reaction SMILES: [Br:12][c:13]1[cH:14][cH:15][cH:16][cH:17][cH:18]1.[CH3:25][CH2:26][O:27][C:28](=[O:29])[CH3:30].[CH3:31][O:32][CH2:33][CH2:34][O:35][CH3:36].[F:1][c:2]1[c:3]([B:9]([OH:10])[OH:11])[cH:4][cH:5][c:6]([F:8])[cH:7]1.[Na+:19].[Na+:20].[O-:21][C:22](=[O:23])[O-:24].[OH2:37]>>[F:1][c:2]1[c:3](-[c:13]2[cH:14][cH:15][cH:16][cH:17][cH:18]2)[cH:4][cH:5][c:6]([F:8])[cH:7]1. Reactants: CO (methanol), C(C)(=O)O[C@@H]1[C@@H]([C@H]([C@H](O[C@@H]1COCC1=CC=CC=C1)O[C@H]1[C@@H]([C@H]([C@@H](OC)O[C@@H]1COCC1=CC=CC=C1)OCC1=CC=CC=C1)OCC1=CC=CC=C1)OCC1=CC=CC=C1)OCC1=CC=CC=C1 (Methyl 4-O-(4-O-acetyl-2,3,6-tri-O-benzyl-α-D-galactopyranosyl)-2,3,6-tri -O-benzyl-α-D-glucopyranoside), C[O-].[Na+] (sodium methoxide). Solvent: C1(=CC=CC=C1)C (toluene). Reaction conditions: time 2 hour. Product: C(C1=CC=CC=C1)O[C@H]1[C@@H](OC)O[C@@H]([C@H]([C@@H]1OCC1=CC=CC=C1)O[C@@H]1[C@H](OCC2=CC=CC=C2)[C@@H](OCC2=CC=CC=C2)[C@@H](O)[C@H](O1)COCC1=CC=CC=C1)COCC1=CC=CC=C1 (methyl 2,3,6-tri-O-benzyl-4-O-(2,3,6-tri-O-benzyl -α-D-galactopyranosyl)-α-D-glucopyranoside). Isolated yield 99.5%. As a reaction SMILES: C([O:4][C@H:5]1[C@@H:10]([CH2:11][O:12][CH2:13][C:14]2[CH:19]=[CH:18][CH:17]=[CH:16][CH:15]=2)[O:9][C@H:8]([O:20][C@@H:21]2[C@@H:28]([CH2:29][O:30][CH2:31][C:32]3[CH:37]=[CH:36][CH:35]=[CH:34][CH:33]=3)[O:27][C@H:24]([O:25][CH3:26])[C@H:23]([O:38][CH2:39][C:40]3[CH:45]=[CH:44][CH:43]=[CH:42][CH:41]=3)[C@H:22]2[O:46][CH2:47][C:48]2[CH:53]=[CH:52][CH:51]=[CH:50][CH:49]=2)[C@H:7]([O:54][CH2:55][C:56]2[CH:61]=[CH:60][CH:59]=[CH:58][CH:57]=2)[C@H:6]1[O:62][CH2:63][C:64]1[CH:69]=[CH:68][CH:67]=[CH:66][CH:65]=1)(=O)C.CO.C[O-].[Na+]>C1(C)C=CC=CC=1>[CH2:39]([O:38][C@@H:23]1[C@@H:22]([O:46][CH2:47][C:48]2[CH:49]=[CH:50][CH:51]=[CH:52][CH:53]=2)[C@H:21]([O:20][C@H:8]2[O:9][C@H:10]([CH2:11][O:12][CH2:13][C:14]3[CH:15]=[CH:16][CH:17]=[CH:18][CH:19]=3)[C@H:5]([OH:4])[C@H:6]([O:62][CH2:63][C:64]3[CH:65]=[CH:66][CH:67]=[CH:68][CH:69]=3)[C@H:7]2[O:54][CH2:55][C:56]2[CH:61]=[CH:60][CH:59]=[CH:58][CH:57]=2)[C@@H:28]([CH2:29][O:30][CH2:31][C:32]2[CH:33]=[CH:34][CH:35]=[CH:36][CH:37]=2)[O:27][C@@H:24]1[O:25][CH3:26])[C:40]1[CH:45]=[CH:44][CH:43]=[CH:42][CH:41]=1 |f:2.3|. Procedure details: Methyl 4-O-(4-O-acetyl-2,3,6-tri-O-benzyl-α-D-galactopyranosyl)-2,3,6-tri -O-benzyl-α-D-glucopyranoside (2.543 g, 2.71 mmol) was dissolved in hot toluene (20 mL) and methanol (80 mL) was added, followed by a few drops of 1M. methanolic sodium methoxide. The mixture was stirred at room temperature during 2 h. The reaction mixture was made neutral with Amberlite IR 120 (H+) resin, filtered and concentrated under reduced pressure to afford methyl 2,3,6-tri-O-benzyl-4-O-(2,3,6-tri-O-benzyl -α-D-gala... Starting materials: solid, Cl.Cl.Cl.O1CCC=2C1=C(N=CC2)N2CCN(CC2)CC[C@@H]2CC[C@H](CC2)N (trans-4-{2-[4-(2,3-dihydro-furo[2,3-c]pyridin-7-yl)-piperazin-1-yl]-ethyl}-cyclohexylamine trihydrochloride), Cl.Cl.Cl.O1CCC=2C1=C(N=CC2)N2CCN(CC2)CC[C@@H]2CC[C@H](CC2)N (trans-4-{2-[4-(2,3-dihydro-furo[2,3-c]pyridin-7-yl)-piperazin-1-yl]-ethyl}-cyclohexylamine trihydrochloride), O1C(CCC1)C(=O)O ((RS)-tetrahydro-furan-2-carboxylic acid). The product is O1CCC=2C1=C(N=CC2)N2CCN(CC2)CC[C@@H]2CC[C@H](CC2)NC(=O)C2OCCC2 ((RS)-Tetrahydro-furan-2-carboxylic acid trans-(4-{2-[4-(2,3-dihydro-furo[2,3-c]pyridin-7-yl)-piperazin-1-yl]-ethyl}-cyclohexyl)-amide). As a reaction SMILES: Cl.Cl.Cl.[O:4]1[C:8]2=[C:9]([N:13]3[CH2:18][CH2:17][N:16]([CH2:19][CH2:20][C@H:21]4[CH2:26][CH2:25][C@H:24]([NH2:27])[CH2:23][CH2:22]4)[CH2:15][CH2:14]3)[N:10]=[CH:11][CH:12]=[C:7]2[CH2:6][CH2:5]1.[O:28]1[CH2:32][CH2:31][CH2:30][CH:29]1[C:33](O)=[O:34]>>[O:4]1[C:8]2=[C:9]([N:13]3[CH2:18][CH2:17][N:16]([CH2:19][CH2:20][C@H:21]4[CH2:26][CH2:25][C@H:24]([NH:27][C:33]([CH:29]5[CH2:30][CH2:31][CH2:32][O:28]5)=[O:34])[CH2:23][CH2:22]4)[CH2:15][CH2:14]3)[N:10]=[CH:11][CH:12]=[C:7]2[CH2:6][CH2:5]1 |f:0.1.2.3|. Procedure: The title compound, white solid (62 mg, 58%), MS (ISP) m/z=429.3 [(M+H)+], mp 145° C., was prepared in accordance with the general method of example 6 from trans-4-{2-[4-(2,3-dihydro-furo[2,3-c]pyridin-7-yl)-piperazin-1-yl]-ethyl}-cyclohexylamine trihydrochloride (intermediate B) (110 mg, 0.25 mmol) and (RS)-tetrahydro-furan-2-carboxylic acid. Starting materials: COc1cccc(-c2cc(Cl)cc3c2OC(COS(=O)(=O)c2ccc(C)cc2)C3)c1OC, CN, Cl. The product is CNCC1Cc2cc(Cl)cc(-c3cccc(OC)c3OC)c2O1. RXN SMILES: [CH3:2][c:3]1[cH:4][cH:5][c:6]([S:7]([O:8][CH2:13][CH:14]2[O:15][c:16]3[c:17]([cH:19][c:20]([Cl:33])[cH:21][c:22]3-[c:23]3[c:24]([O:31][CH3:32])[c:25]([O:29][CH3:30])[cH:26][cH:27][cH:28]3)[CH2:18]2)(=[O:9])=[O:10])[cH:11][cH:12]1.[CH3:34][NH2:35].[ClH:1]>>[CH2:13]([CH:14]1[O:15][c:16]2[c:17]([cH:19][c:20]([Cl:33])[cH:21][c:22]2-[c:23]2[c:24]([O:31][CH3:32])[c:25]([O:29][CH3:30])[cH:26][cH:27][cH:28]2)[CH2:18]1)[NH:35][CH3:34].